From a dataset of the Open Reaction Database (ORD), a public repository of structured organic reaction records. describe an organic reaction: reactants, conditions, products, and yield Starting materials: ClC=1N=CC2=C(N(CC(C(N2CC)=O)CC)C2CCCC2)N1 ((rac)-2-chloro-9-cyclopentyl-7-ethyl-5-ethyl-5,7,8,9-tetrahydro-pyrimido[4,5-b][1,4]diazepin-6-one), NC1=C(C=C(C(=O)O)C=C1)OC (4-amino-3-methoxy-benzoic acid), C(C)O (ethanol). Reagents/catalysts: Cl (hydrochloric acid). Run in O (water). Product: C1(CCCC1)N1C2=C(N(C(C(C1)CC)=O)CC)C=NC(=N2)NC2=C(C=C(C(=O)O)C=C2)OC ((rac)-4-(9-cyclopentyl-5,7-diethyl-6-oxo-6,7,8,9-tetrahydro-5H-pyrimido[4,5-b][1,4]diazepin-2-yl amino)-3-methoxy-benzoic acid). The yield is 62.8%. RXN SMILES: Cl[C:2]1[N:3]=[CH:4][C:5]2[N:11]([CH2:12][CH3:13])[C:10](=[O:14])[CH:9]([CH2:15][CH3:16])[CH2:8][N:7]([CH:17]3[CH2:21][CH2:20][CH2:19][CH2:18]3)[C:6]=2[N:22]=1.[NH2:23][C:24]1[CH:32]=[CH:31][C:27]([C:28]([OH:30])=[O:29])=[CH:26][C:25]=1[O:33][CH3:34].C(O)C>Cl.O>[CH:17]1([N:7]2[CH2:8][CH:9]([CH2:15][CH3:16])[C:10](=[O:14])[N:11]([CH2:12][CH3:13])[C:5]3[CH:4]=[N:3][C:2]([NH:23][C:24]4[CH:32]=[CH:31][C:27]([C:28]([OH:30])=[O:29])=[CH:26][C:25]=4[O:33][CH3:34])=[N:22][C:6]2=3)[CH2:21][CH2:20][CH2:19][CH2:18]1. Procedure: A mixture of 0.042 g (0.00013 mole) of (rac)-2-chloro-9-cyclopentyl-7-ethyl-5-ethyl-5,7,8,9-tetrahydro-pyrimido[4,5-b][1,4]diazepin-6-one (VII-14), 0.026 g (0.00016 mole) of 4-amino-3-methoxy-benzoic acid, 0.5 mL of ethanol, 2 mL of water, and 2 drops of hydrochloric acid was heated to 100 degrees overnight. Upon cooling, a precipitate formed which was collected by filtration to give 0.037 g of (rac)-4-(9-cyclopentyl-5,7-diethyl-6-oxo-6,7,8,9-tetrahydro-5H-pyrimido[4,5-b][1,4]diazepin-2-yl amino... Reactants: OCC=1C(=C(N(C1C)C)C)C(=O)OCC (ethyl 4-(hydroxymethyl)-1,2,5-trimethylpyrrole-3-carboxylate), S(=O)(Cl)Cl (thionyl chloride). Run in C1=CC=CC=C1 (benzene). Run at time 3.5 hour. The product is ClCC=1C(=C(N(C1C)C)C)C(=O)OCC (ethyl 4-(chloromethyl)-1,2,5-trimethylpyrrole-3-carboxylate). Reaction SMILES: O[CH2:2][C:3]1[C:4]([C:11]([O:13][CH2:14][CH3:15])=[O:12])=[C:5]([CH3:10])[N:6]([CH3:9])[C:7]=1[CH3:8].S(Cl)([Cl:18])=O>C1C=CC=CC=1>[Cl:18][CH2:2][C:3]1[C:4]([C:11]([O:13][CH2:14][CH3:15])=[O:12])=[C:5]([CH3:10])[N:6]([CH3:9])[C:7]=1[CH3:8]. Procedure: 1.0 g of ethyl 4-(hydroxymethyl)-1,2,5-trimethylpyrrole-3-carboxylate is dissolved in 15 ml of benzene and 0.6 g of thionyl chloride is added dropwise and after total addition the reaction mixture is stirred for 3.5 hours at ambient temperature. The benzene is removed in vacuo leaving the gray solid, ethyl 4-(chloromethyl)-1,2,5-trimethylpyrrole-3-carboxylate. The reactants are C(=O)([O-])[O-].[Cs+].[Cs+] (Cs2CO3), Pd(dpp)Cl2, CC1(OB(OC1(C)C)C=1C=C2C(=NC1)NC=C2)C (5-(4,4,5,5-tetramethyl-1,3,2-dioxaborolan-2-yl)-1H-pyrrolo[2,3-b]pyridine), ClC1=NC=CN=C1N1CCCC1 (2-chloro-3-(pyrrolidin-1-yl)pyrazine). The solvent is COCCOC (DME), C(Cl)(Cl)Cl (CHCl3). Run at temperature 100 celsius. Yields the product N1(CCCC1)C=1C(=NC=CN1)C=1C=C2C(=NC1)NC=C2 (5-(3-(pyrrolidin-1-yl)pyrazin-2-yl)-1H-pyrrolo[2,3-b]pyridine). RXN SMILES: CC1(C)C(C)(C)OB([C:9]2[CH:10]=[C:11]3[CH:17]=[CH:16][NH:15][C:12]3=[N:13][CH:14]=2)O1.Cl[C:20]1[C:25]([N:26]2[CH2:30][CH2:29][CH2:28][CH2:27]2)=[N:24][CH:23]=[CH:22][N:21]=1.C([O-])([O-])=O.[Cs+].[Cs+]>COCCOC.C(Cl)(Cl)Cl>[N:26]1([C:25]2[C:20]([C:9]3[CH:10]=[C:11]4[CH:17]=[CH:16][NH:15][C:12]4=[N:13][CH:14]=3)=[N:21][CH:22]=[CH:23][N:24]=2)[CH2:30][CH2:29][CH2:28][CH2:27]1 |f:2.3.4|. Procedure details: The starting material 5-(4,4,5,5-tetramethyl-1,3,2-dioxaborolan-2-yl)-1H-pyrrolo[2,3-b]pyridine (124) (50 mg, 0.2048 mmol, 1 eq) and 2-chloro-3-(pyrrolidin-1-yl)pyrazine (72) (33 mg, 0.184 mmol, 1 eq) in DME (8 mL) was degassed and purged under argon atmosphere for 10 min. To this reaction mixture was charged Cs2CO3 (133 mg, 0.409 mmol, 2 eq) followed by addition of Pd(dpp)Cl2 (6 mg, 0.00819 mmol, 0.04 eq) and degassing and purging under argon for additional 10 min. The reaction mixture was heat... The reactants are C(C)OC(=O)[C@@H]1CC[C@H](CC1)OC1CCOCC1 (trans-4-(tetrahydro-pyran-4-yloxy)-cyclohexanecarboxylic acid ethyl ester), [O-]CC.[Na+] (sodium ethoxide). The solvent is C1(=CC=CC=C1)C (toluene), O1CCOCC1 (1,4-dioxane), [OH-].[Na+] (sodium hydroxide). Run at time 16 hour. Product: O1CCC(CC1)O[C@@H]1CC[C@H](CC1)C(=O)O (trans-4-(Tetrahydro-pyran-4-yloxy)-cyclohexanecarboxylic acid). Yield: 104.5%. Reaction SMILES: C([O:3][C:4]([C@H:6]1[CH2:11][CH2:10][C@H:9]([O:12][CH:13]2[CH2:18][CH2:17][O:16][CH2:15][CH2:14]2)[CH2:8][CH2:7]1)=[O:5])C.[O-]CC.[Na+]>C1(C)C=CC=CC=1.O1CCOCC1.[OH-].[Na+]>[O:16]1[CH2:15][CH2:14][CH:13]([O:12][C@H:9]2[CH2:10][CH2:11][C@H:6]([C:4]([OH:5])=[O:3])[CH2:7][CH2:8]2)[CH2:18][CH2:17]1 |f:1.2,5.6|. Reported procedure: A mixture of cis/trans-4-(tetrahydro-pyran-4-yloxy)-cyclohexanecarboxylic acid ethyl ester (7:1) (0.385 g, 1.50 mmol) and sodium ethoxide (0.204 g, 3.00 mmol) in dry toluene (1.5 ml) was heated at reflux for 20 h. The reaction mixture was cooled to room temperature, diluted with 1,4-dioxane (7.5 ml) and 2 M aqueous sodium hydroxide solution (7.5 ml). Stirring for 16 h was followed by partitioning between 2 M aqueous sodium hydroxide solution (50 ml) and dichloromethane. The layers were separated... Reactants: C(C)(=O)N1CCC(CC1)NC (1-acetyl-4-methylaminopiperidine), ClC(=O)OCC1=CC=CC=C1 (benzyl chloroformate). Yields the product C(C)(=O)N1CCC(CC1)N(C(OCC1=CC=CC=C1)=O)C (Benzyl N-(1-acetylpiperid-4-yl)-N-methylcarbamate). The yield is 54.0%. As a reaction SMILES: [C:1]([N:4]1[CH2:9][CH2:8][CH:7]([NH:10][CH3:11])[CH2:6][CH2:5]1)(=[O:3])[CH3:2].Cl[C:13]([O:15][CH2:16][C:17]1[CH:22]=[CH:21][CH:20]=[CH:19][CH:18]=1)=[O:14]>>[C:1]([N:4]1[CH2:9][CH2:8][CH:7]([N:10]([CH3:11])[C:13](=[O:14])[O:15][CH2:16][C:17]2[CH:22]=[CH:21][CH:20]=[CH:19][CH:18]=2)[CH2:6][CH2:5]1)(=[O:3])[CH3:2]. Reported procedure: The amine obtained in Stage A is treated with benzyl chloroformate in accordance with the process described in Stage B of Example 1 to obtain the desired carbamate. The reactants are COC(=O)c1ccc(CBr)c2ccccc12, O=C([O-])[O-], CCCCc1nc(I)c(C=O)[nH]1, CN(C)C=O, [K+], [K+], O. Yields the product CCCCc1nc(I)c(C=O)n1Cc1ccc(C(=O)OC)c2ccccc12. RXN SMILES: [Br:19][CH2:20][c:21]1[cH:22][cH:23][c:24]([C:31](=[O:32])[O:33][CH3:34])[c:25]2[cH:26][cH:27][cH:28][cH:29][c:30]12.[C:1](=[O:2])([O-:3])[O-:4].[CH2:7]([CH2:8][CH2:9][CH3:10])[c:11]1[nH:12][c:13]([CH:17]=[O:18])[c:14]([I:16])[n:15]1.[CH3:36][N:37]([CH3:38])[CH:39]=[O:40].[K+:5].[K+:6].[OH2:35]>>[CH2:7]([CH2:8][CH2:9][CH3:10])[c:11]1[n:12]([CH2:20][c:21]2[cH:22][cH:23][c:24]([C:31](=[O:32])[O:33][CH3:34])[c:25]3[cH:26][cH:27][cH:28][cH:29][c:30]23)[c:13]([CH:17]=[O:18])[c:14]([I:16])[n:15]1. Starting materials: OC(C)(C)C1(CC1)S(=O)(=O)NC(OCC1=CC=CC=C1)=O (benzyl {[1-(2-hydroxypropan-2-yl)cyclopropyl]sulfonyl}carbamate). The reagents and catalysts are [Pd] (Pd/C). Solvent: CO (methanol). Reaction conditions: time 3 hour. The product is OC(C)(C)C1(CC1)S(=O)(=O)N (1-(2-hydroxypropan-2-yl)cyclopropanesulfonamide). Yield: 68.7%. Reaction SMILES: [OH:1][C:2]([C:5]1([S:8]([NH:11]C(=O)OCC2C=CC=CC=2)(=[O:10])=[O:9])[CH2:7][CH2:6]1)([CH3:4])[CH3:3]>CO.[Pd]>[OH:1][C:2]([C:5]1([S:8]([NH2:11])(=[O:9])=[O:10])[CH2:6][CH2:7]1)([CH3:4])[CH3:3]. Procedure: To a solution of the product of Step 2 (995 mg) in methanol (30 mL) under nitrogen was added Pd/C (169 mg). The flask was purged with hydrogen and stirred for 3 hours. Celite was added to the reaction mixture and it was filtered through a pad of Celite. The solvent was removed in vacuo. The resulting residue was purified by flash chromatography (ISCO, 0 to 10% methanol in dichloromethane) to afford the desired product (391 mg). 1H NMR (400 MHz, CDCl3): δ (ppm) 4.88 (br s, 2H), 2.58 (s, 1H), 1.44...